From a dataset of the Open Reaction Database (ORD), a public repository of structured organic reaction records. describe an organic reaction: reactants, conditions, products, and yield The reactants are CN(C)C=O, C=C(C)c1ccccc1S(=O)(=O)[O-], [K+], O=S(Cl)Cl. The product is C=C(C)c1ccccc1S(=O)(=O)Cl. As a reaction SMILES: [CH3:19][N:20]([CH3:21])[CH:22]=[O:23].[CH3:1][C:2](=[CH2:3])[c:4]1[c:5]([S:10](=[O:11])(=[O:12])[O-:13])[cH:6][cH:7][cH:8][cH:9]1.[K+:14].[S:15]([Cl:16])([Cl:17])=[O:18]>>[CH3:1][C:2](=[CH2:3])[c:4]1[c:5]([S:10](=[O:11])(=[O:13])[Cl:17])[cH:6][cH:7][cH:8][cH:9]1.